This data is from the Open Reaction Database (ORD), a public repository of structured organic reaction records. The task is: describe an organic reaction: reactants, conditions, products, and yield The reactants are [H][H] (hydrogen), 31, N1(C=NC=C1)C(C(C)C)C1=CC(=C(C=C1)N)[N+](=O)[O-] (4-[1-(1H-imidazol-1-yl)-2-methylpropyl]-2-nitrobenzenamine). The reagents and catalysts are [Ni] (Raney nickel). Solvent: C(C)O (ethanol). The product is 27.4, N1(C=NC=C1)C(C(C)C)C=1C=C(C(=CC1)N)N (4-[1-(1H-imidazol-1-yl)-2-methylpropyl]-1,2-benzenediamine). Yield: 100.0%. RXN SMILES: [N:1]1([CH:6]([C:10]2[CH:15]=[CH:14][C:13]([NH2:16])=[C:12]([N+:17]([O-])=O)[CH:11]=2)[CH:7]([CH3:9])[CH3:8])[CH:5]=[CH:4][N:3]=[CH:2]1.[H][H]>[Ni].C(O)C>[N:1]1([CH:6]([C:10]2[CH:11]=[C:12]([NH2:17])[C:13]([NH2:16])=[CH:14][CH:15]=2)[CH:7]([CH3:8])[CH3:9])[CH:5]=[CH:4][N:3]=[CH:2]1. Procedure details: A mixture of 31 parts of 4-[1-(1H-imidazol-1-yl)-2-methylpropyl]-2-nitrobenzenamine and 240 parts of ethanol was hydrogenated at 0.5.105Pa in a Parr apparatus and at room temperature with 30 parts of Raney nickel catalyst. After the calculated amount of hydrogen was taken up, the catalyst was filtered off over diatomaceous earth and the filtrate was evaporated, yielding 27.4 parts (100%) of 4-[1-(1H-imidazol-1-yl)-2-methylpropyl]-1,2-benzenediamine as a residue (interm. 117). The reactants are CCOC(C)=O, O=C(CCl)c1cccs1, O=C(OCc1cccc(F)c1)C12CCN(CC1)CC2. The product is [Cl-], O=C(C[N+]12CCC(C(=O)OCc3cccc(F)c3)(CC1)CC2)c1cccs1. Reaction SMILES: [CH3:29][CH2:30][O:31][C:32]([CH3:33])=[O:34].[Cl:20][CH2:21][C:22](=[O:23])[c:24]1[s:25][cH:26][cH:27][cH:28]1.[N:1]12[CH2:2][CH2:3][C:4]([C:9](=[O:10])[O:11][CH2:12][c:13]3[cH:14][c:15]([F:19])[cH:16][cH:17][cH:18]3)([CH2:5][CH2:6]1)[CH2:7][CH2:8]2>>[Cl-:20].[N+:1]12([CH2:21][C:22](=[O:23])[c:24]3[s:25][cH:26][cH:27][cH:28]3)[CH2:2][CH2:3][C:4]([C:9](=[O:10])[O:11][CH2:12][c:13]3[cH:14][c:15]([F:19])[cH:16][cH:17][cH:18]3)([CH2:5][CH2:6]1)[CH2:7][CH2:8]2. The reactants are OC=1C(=C(C(=O)O)C(=C(C1)O)C)C (3,5-dihydroxy-2,6 -dimethylbenzoic acid), [N+](=O)([O-])C1=CC=C(CBr)C=C1 (p-nitrobenzyl bromide), C([O-])([O-])=O.[K+].[K+] (potassium carbonate). Run in C(C)(C)(C)OC (tert-butylmethylether). Reaction conditions: time 4 hour. Product: OC=1C(=C(C(=O)OCC2=CC=C(C=C2)[N+](=O)[O-])C(=C(C1)O)C)C (p-nitrobenzyl 3,5-dihydroxy-2,6-dimethylbenzoate). The yield is 62.3%. As a reaction SMILES: [OH:1][C:2]1[C:3]([CH3:13])=[C:4]([C:8]([CH3:12])=[C:9]([OH:11])[CH:10]=1)[C:5]([OH:7])=[O:6].[N+:14]([C:17]1[CH:24]=[CH:23][C:20]([CH2:21]Br)=[CH:19][CH:18]=1)([O-:16])=[O:15].C(=O)([O-])[O-].[K+].[K+]>C(OC)(C)(C)C>[OH:1][C:2]1[C:3]([CH3:13])=[C:4]([C:8]([CH3:12])=[C:9]([OH:11])[CH:10]=1)[C:5]([O:7][CH2:21][C:20]1[CH:23]=[CH:24][C:17]([N+:14]([O-:16])=[O:15])=[CH:18][CH:19]=1)=[O:6] |f:2.3.4|. Reported procedure: To a solution of 91.1 g of 3,5-dihydroxy-2,6 -dimethylbenzoic acid and 108.0 g of p-nitrobenzyl bromide were added 165.9 g of potassium carbonate. The mixture was heated at reflux under stirring for 4 hours. After cooling to room temperature, the mixture was filtered, and the unsoluble material was washed with 0.5 l of ethyl acetate. The filtrate was diluted with 0.5 l of ethyl acetate and washed with ice-cold 3N hydrochloric acid and with brine. The organic layer was dried over sodium sulfate a...